This data is from the Open Reaction Database (ORD), a public repository of structured organic reaction records. The task is: describe an organic reaction: reactants, conditions, products, and yield The reactants are O (water), O[C@@H](CNCCCC1=CC=C(S1)C(=O)OC)C1=CC=CC=C1 (methyl 5-[3-[[(R)-β-hydroxyphenethyl]amino]propyl]-2-thiophenecarboxylate), C(C=O)(=O)OC (methyl glyoxylate). Solvent: C1(=CC=CC=C1)C (toluene), C(C)(=O)OCC (ethyl acetate). Product: C(=O)(OC)C1=CC=C(S1)CCCN1C(O[C@@H](C1)C1=CC=CC=C1)C(=O)OC (methyl(2RS,5R)-3-[3-(5-carbomethoxy-2-thienyl)propyl]-5-phenyl-2-oxazolidinecarboxylate). The yield is 64.4%. As a reaction SMILES: [OH:1][C@H:2]([C:17]1[CH:22]=[CH:21][CH:20]=[CH:19][CH:18]=1)[CH2:3][NH:4][CH2:5][CH2:6][CH2:7][C:8]1[S:12][C:11]([C:13]([O:15][CH3:16])=[O:14])=[CH:10][CH:9]=1.[C:23]([O:27][CH3:28])(=[O:26])[CH:24]=O.O>C1(C)C=CC=CC=1.C(OCC)(=O)C>[C:13]([C:11]1[S:12][C:8]([CH2:7][CH2:6][CH2:5][N:4]2[CH2:3][C@@H:2]([C:17]3[CH:22]=[CH:21][CH:20]=[CH:19][CH:18]=3)[O:1][CH:24]2[C:23]([O:27][CH3:28])=[O:26])=[CH:9][CH:10]=1)([O:15][CH3:16])=[O:14]. Procedure: 1.91 g of methyl 5-[3-[[(R)-β-hydroxyphenethyl]amino]propyl]-2-thiophenecarboxylate and 1.05 g of methyl glyoxylate were heated to reflux in 20 ml of toluene for 1 hour on a water separator. The reaction mixture was diluted with ethyl acetate and washed with water. The ethyl acetate solutions were dried and evaporated in vacuo. Chromatography of the residue on silica gel gave 1.5 g of methyl(2RS,5R)-3-[3-(5-carbomethoxy-2-thienyl)propyl]-5-phenyl-2-oxazolidinecarboxylate, [α]D =-12° (0.1% in dio... The reactants are C1(=CC=CC=C1)C(C1=CC=CC=C1)(C1=CC=CC=C1)NC=1SC=C(N1)/C(/C(=O)O)=N/OC(=O)C=1OC=CC1 (2-(2-triphenylmethylamino-4-thiazolyl)-2-[Z-(2-furancarbonyl)oxyimino]acetic acid), C1(=CC=CC=C1)C(C1=CC=CC=C1)OC(=O)C=1N2C([C@H]([C@H]2SCC1CSC1=CC(=NC=2N1N=C(N2)C(=O)OC(C2=CC=CC=C2)C2=CC=CC=C2)C)N)=O ((6R,7R)-7-amino-3-[(2-diphenylmethyloxycarbonyl-5-methyl-s-triazolo[1,5-a]-pyrimidin-7-yl)thiomethyl]-8-oxo-5-thia-1-azabicyclo[4.2.0]oct-2-ene-2-carboxylic acid diphenylmethyl ester), C1(CCCCC1)N=C=NC1CCCCC1 (dicyclohexylcarbodiimide). Solvent: ClCCl (dichloromethane), ClCCl (dichloromethane). Conditions: temperature -30 celsius, time 9 hour. Product: C1(=CC=CC=C1)C(C1=CC=CC=C1)OC(=O)C=1N2C([C@H]([C@H]2SCC1CSC1=CC(=NC=2N1N=C(N2)C(=O)OC(C2=CC=CC=C2)C2=CC=CC=C2)C)NC(\C(=N/OC(=O)C=2OC=CC2)\C=2N=C(SC2)NC(C2=CC=CC=C2)(C2=CC=CC=C2)C2=CC=CC=C2)=O)=O ((6R,7R)-7-[2-(2-triphenylmethylamino-4-thiazolyl)-2-[Z-(2-furancarbonyl)oxyimino]acetamido]-3-[(2-diphenylmethyloxycarbonyl-5-methyl-s-triazolo[l,5-a]pyrimidin-7-yl)thiomethyl]-8-oxo-5-thia-l-azabicyclo[4.2.0]oct-2 ene-2-carboxylic acid diphenylmethyl ester). Yield: 73.8%. Reaction SMILES: [C:1]1([C:7]([NH:20][C:21]2[S:22][CH:23]=[C:24](/[C:26](=[N:30]/[O:31][C:32]([C:34]3[O:35][CH:36]=[CH:37][CH:38]=3)=[O:33])/[C:27](O)=[O:28])[N:25]=2)([C:14]2[CH:19]=[CH:18][CH:17]=[CH:16][CH:15]=2)[C:8]2[CH:13]=[CH:12][CH:11]=[CH:10][CH:9]=2)[CH:6]=[CH:5][CH:4]=[CH:3][CH:2]=1.[C:39]1([CH:45]([O:52][C:53]([C:55]2[N:56]3[C@H:59]([S:60][CH2:61][C:62]=2[CH2:63][S:64][C:65]2[N:70]4[N:71]=[C:72]([C:74]([O:76][CH:77]([C:84]5[CH:89]=[CH:88][CH:87]=[CH:86][CH:85]=5)[C:78]5[CH:83]=[CH:82][CH:81]=[CH:80][CH:79]=5)=[O:75])[N:73]=[C:69]4[N:68]=[C:67]([CH3:90])[CH:66]=2)[C@H:58]([NH2:91])[C:57]3=[O:92])=[O:54])[C:46]2[CH:51]=[CH:50][CH:49]=[CH:48][CH:47]=2)[CH:44]=[CH:43][CH:42]=[CH:41][CH:40]=1.C1(N=C=NC2CCCCC2)CCCCC1>ClCCl>[C:39]1([CH:45]([O:52][C:53]([C:55]2[N:56]3[C@H:59]([S:60][CH2:61][C:62]=2[CH2:63][S:64][C:65]2[N:70]4[N:71]=[C:72]([C:74]([O:76][CH:77]([C:84]5[CH:85]=[CH:86][CH:87]=[CH:88][CH:89]=5)[C:78]5[CH:79]=[CH:80][CH:81]=[CH:82][CH:83]=5)=[O:75])[N:73]=[C:69]4[N:68]=[C:67]([CH3:90])[CH:66]=2)[C@H:58]([NH:91][C:27](=[O:28])/[C:26](/[C:24]2[N:25]=[C:21]([NH:20][C:7]([C:8]4[CH:13]=[CH:12][CH:11]=[CH:10][CH:9]=4)([C:14]4[CH:15]=[CH:16][CH:17]=[CH:18][CH:19]=4)[C:1]4[CH:6]=[CH:5][CH:4]=[CH:3][CH:2]=4)[S:22][CH:23]=2)=[N:30]\[O:31][C:32]([C:34]2[O:35][CH:36]=[CH:37][CH:38]=2)=[O:33])[C:57]3=[O:92])=[O:54])[C:46]2[CH:47]=[CH:48][CH:49]=[CH:50][CH:51]=2)[CH:44]=[CH:43][CH:42]=[CH:41][CH:40]=1. Reported procedure: The product obtained in Example 29 (3.1 g) and the product obtained in Example 15 (4.3 g) were dissolved in anhydrous dichloromethane (200 ml) with stirring, the faint yellow solution was cooled to -30° C., and a solution of dicyclohexylcarbodiimide (1.2 g) in anhydrous dichloromethane (30 ml) was dropwise added over a period of five minutes. The resulting faint yellow solution was allowed to stand at 0° C. for nine hours, the colorless crystals separated were removed by filtration, and the filt... Starting materials: [BH3-]C#N, CCO, CC(=O)O, CC(N)C(=O)N1CCCC1C(=O)O, [Na+], CCOC(=O)C(=O)CCc1cccs1. The product is CCOC(=O)C(CCc1cccs1)NC(C)C(=O)N1CCCC1C(=O)O. Reaction SMILES: [C:28]([BH3-:29])#[N:30].[CH2:36]([OH:37])[CH3:38].[CH3:32][C:33](=[O:34])[OH:35].[NH2:1][CH:2]([CH3:3])[C:4](=[O:5])[N:6]1[CH:7]([C:8](=[O:9])[OH:10])[CH2:11][CH2:12][CH2:13]1.[Na+:31].[O:14]=[C:15]([C:16](=[O:17])[O:18][CH2:19][CH3:20])[CH2:21][CH2:22][c:23]1[s:24][cH:25][cH:26][cH:27]1>>[NH:1]([CH:2]([CH3:3])[C:4](=[O:5])[N:6]1[CH:7]([C:8](=[O:9])[OH:10])[CH2:11][CH2:12][CH2:13]1)[CH:15]([C:16](=[O:17])[O:18][CH2:19][CH3:20])[CH2:21][CH2:22][c:23]1[s:24][cH:25][cH:26][cH:27]1. As a reaction SMILES: Cl[C:2]1[C:7]([C:8]2[CH:9]=[C:10]([S:14]([NH2:17])(=[O:16])=[O:15])[CH:11]=[CH:12][CH:13]=2)=[C:6]([C:18]2[CH:23]=[CH:22][C:21]([F:24])=[CH:20][CH:19]=2)[N:5]=[C:4]([C:25]([F:28])([F:27])[F:26])[N:3]=1.[OH:29][C:30]1[CH:40]=[CH:39][C:33]([C:34]([NH:36][O:37][CH3:38])=[O:35])=[CH:32][C:31]=1[O:41][CH3:42].C(=O)([O-])[O-].[K+].[K+]>>[CH3:42][O:41][C:31]1[CH:32]=[C:33]([CH:39]=[CH:40][C:30]=1[O:29][C:2]1[C:7]([C:8]2[CH:13]=[CH:12][CH:11]=[C:10]([S:14]([NH2:17])(=[O:16])=[O:15])[CH:9]=2)=[C:6]([C:18]2[CH:23]=[CH:22][C:21]([F:24])=[CH:20][CH:19]=2)[N:5]=[C:4]([C:25]([F:28])([F:27])[F:26])[N:3]=1)[C:34]([NH:36][O:37][CH3:38])=[O:35] |f:2.3.4|. The reactants are ClC1=NC(=NC(=C1C=1C=C(C=CC1)S(=O)(=O)N)C1=CC=C(C=C1)F)C(F)(F)F (3-[4-chloro-6-(4-fluorophenyl)-2-(trifluoromethyl)pyrimidin-5-yl]benzenesulfonamide), OC1=C(C=C(C(=O)NOC)C=C1)OC (4-hydroxy-N,3-dimethoxybenzamide), C([O-])([O-])=O.[K+].[K+] (potassium carbonate). Reported procedure: A suspension of 3-[4-chloro-6-(4-fluorophenyl)-2-(trifluoromethyl)pyrimidin-5-yl]benzenesulfonamide (0.15 g, 0.35 mmol), 4-hydroxy-N,3-dimethoxybenzamide (0.102 g, 0.52 mmol) and potassium carbonate (0.52 mmol) in acetonitrle (3 ml) were heated to relfux (65° C.) for 2 hours. Subsequently the reaction mixture was poured onto ice-cold water, extracted with dichloromethane (50 ml) and washed with brine. Evaporation of the organic layer furnished a crude material, which was purified by column chrom... The product is COC=1C=C(C(=O)NOC)C=CC1OC1=NC(=NC(=C1C1=CC(=CC=C1)S(=O)(=O)N)C1=CC=C(C=C1)F)C(F)(F)F (3-methoxy-4-({6-(4-fluorophenyl)-5-[3-(aminosulfonyl)phenyl]-2-(trifluoromethyl)pyrimidin-4-yl}oxy)-N-methoxybenzamide). Starting materials: ClC1=CC=C(CCl)C=C1 (4-Chlorobenzyl chloride), C([O-])(O)=O.[Na+] (sodium bicarbonate), C(C)OC(C1CN(CCC1)C(=O)OC(C)(C)C)=O (ethyl-N-boc-nipecotate), C[Si](C)(C)[N-][Si](C)(C)C.[Li+] (lithium bis (trimethylsilyl)amide), solution. The solvent is O1CCCC1 (tetrahydrofuran), O1CCCC1 (tetrahydrofuran). Product: C(C)OC(=O)C1(CN(CCC1)C(=O)OC(C)(C)C)CC1=CC=C(C=C1)Cl (Ethyl-3-(4-chlorobenzyl)-N-Boc-piperidin-3-carboxylate). As a reaction SMILES: [CH2:1]([O:3][C:4](=[O:18])[CH:5]1[CH2:10][CH2:9][CH2:8][N:7]([C:11]([O:13][C:14]([CH3:17])([CH3:16])[CH3:15])=[O:12])[CH2:6]1)[CH3:2].C[Si]([N-][Si](C)(C)C)(C)C.[Li+].[Cl:29][C:30]1[CH:37]=[CH:36][C:33]([CH2:34]Cl)=[CH:32][CH:31]=1.C(=O)(O)[O-].[Na+]>O1CCCC1>[CH2:1]([O:3][C:4]([C:5]1([CH2:34][C:33]2[CH:36]=[CH:37][C:30]([Cl:29])=[CH:31][CH:32]=2)[CH2:10][CH2:9][CH2:8][N:7]([C:11]([O:13][C:14]([CH3:17])([CH3:16])[CH3:15])=[O:12])[CH2:6]1)=[O:18])[CH3:2] |f:1.2,4.5|. Reported procedure: A solution of ethyl-N-boc-nipecotate (45 g, 0.18 mole) in tetrahydrofuran (200 mL) at -40° C. was treated with a solution of lithium bis (trimethylsilyl)amide in tetrahydrofuran (320 mL of a 1M solution). The solution was stirred at -40° for 15 minutes at which time 4-Chlorobenzyl chloride (34.59 g, 0.215 moles) was added and the reaction warmed to room temperature over 1.5 hours. The reaction was poured into saturated aqueous sodium bicarbonate (1 L) and extracted with ethyl acetate (3×500 mL)....